From a dataset of the Open Reaction Database (ORD), a public repository of structured organic reaction records. describe an organic reaction: reactants, conditions, products, and yield Starting materials: CCO, CO, Cl, CSC(=C[N+](=O)[O-])NCC1(O)CN(C(=O)c2ccc(F)c(F)c2Nc2ccc(I)cc2F)C1, [NH4+], C1COCCO1, [OH-]. Yields the product Cl, NC(=C[N+](=O)[O-])NCC1(O)CN(C(=O)c2ccc(F)c(F)c2Nc2ccc(I)cc2F)C1. Reaction SMILES: [CH3:43][CH2:44][OH:45].[CH3:46][OH:47].[ClH:36].[F:1][c:2]1[c:3]([NH:25][c:26]2[c:27]([F:33])[cH:28][c:29]([I:32])[cH:30][cH:31]2)[c:4]([C:9](=[O:10])[N:11]2[CH2:12][C:13]([OH:15])([CH2:16][NH:17][C:18](=[CH:19][N+:20](=[O:21])[O-:22])[S:23][CH3:24])[CH2:14]2)[cH:5][cH:6][c:7]1[F:8].[NH4+:34].[O:37]1[CH2:38][CH2:39][O:40][CH2:41][CH2:42]1.[OH-:35]>>[ClH:36].[F:1][c:2]1[c:3]([NH:25][c:26]2[c:27]([F:33])[cH:28][c:29]([I:32])[cH:30][cH:31]2)[c:4]([C:9](=[O:10])[N:11]2[CH2:12][C:13]([OH:15])([CH2:16][NH:17][C:18](=[CH:19][N+:20](=[O:21])[O-:22])[NH2:34])[CH2:14]2)[cH:5][cH:6][c:7]1[F:8]. Starting materials: C(C)(C)[C@H]1N=C([C@@H](N=C1OC)[C@H](C1=CC=C(C=C1)C(F)(F)F)OC)OC ((2R,5S)-2-isopropyl-3,6-dimethoxy-5-((S)-methoxy(4-(trifluoromethyl)phenyl)methyl)-2,5-dihydropyrazine), Cl (hydrochloric acid), C1CCOC1 (THF). Run in CC#N (CH3CN). Run at time 8 hour. Yields the product N[C@H](C(=O)OC)[C@H](C1=CC=C(C=C1)C(F)(F)F)OC ((2S,3S)-Methyl 2-amino-3-methoxy-3-(4-(trifluoromethyl)phenyl)propanoate). Isolated yield 43.0%. RXN SMILES: C([C@@H]1C(OC)=[N:8][C@@H:7]([C@@H:12]([O:23][CH3:24])[C:13]2[CH:18]=[CH:17][C:16]([C:19]([F:22])([F:21])[F:20])=[CH:15][CH:14]=2)[C:6]([O:25][CH3:26])=N1)(C)C.Cl.C1C[O:31]CC1>CC#N>[NH2:8][C@@H:7]([C@@H:12]([O:23][CH3:24])[C:13]1[CH:18]=[CH:17][C:16]([C:19]([F:22])([F:21])[F:20])=[CH:15][CH:14]=1)[C:6]([O:25][CH3:26])=[O:31]. Reported procedure: To a solution of (2R,5S)-2-isopropyl-3,6-dimethoxy-5-((S)-methoxy(4-(trifluoromethyl)phenyl)methyl)-2,5-dihydropyrazine (3.40 g, 9.1 mmol) in THF (25 mL) and CH3CN (50 mL) was added 0.25 N hydrochloric acid (73 mL, 18 mmol) at room temperature. The mixture was stirred overnight and the solvent was removed in vacuo. The residue was neutralized with saturated NaHCO3 and extracted with ether. The organic layer was dried over Na2SO4 and concentrated in vacuo. The resulting residue was purified by si... Starting materials: C1COCCO1, C=Cc1ccc2nnc(C(C)C)n2n1, [O-][I+3]([O-])([O-])[O-], [Na+], O. The product is CC(C)c1nnc2ccc(C=O)nn12. Reaction SMILES: [CH2:21]1[O:22][CH2:23][CH2:24][O:25][CH2:26]1.[CH:1]([CH3:2])([CH3:3])[c:4]1[n:5][n:6][c:7]2[n:8]1[n:9][c:10]([CH:13]=[CH2:14])[cH:11][cH:12]2.[I+3:15]([O-:16])([O-:17])([O-:18])[O-:19].[Na+:20].[OH2:27]>>[CH:1]([CH3:2])([CH3:3])[c:4]1[n:5][n:6][c:7]2[n:8]1[n:9][c:10]([CH:13]=[O:16])[cH:11][cH:12]2.